This data is from the Open Reaction Database (ORD), a public repository of structured organic reaction records. The task is: describe an organic reaction: reactants, conditions, products, and yield Starting materials: C(C)(C)(C)C1(OC1)C(F)N1N=CN=C1 (2-tert.-butyl-2-[(1H-1,2,4-triazol-1-yl)fluoromethyl]-oxirane), FC1=CC=C(C=C1)O (4-fluorophenol), [K] (potassium). The solvent is COCCOCCOC (diethylene glycol dimethyl ether), ice water. Product: FC1=CC=C(OCC(C(N2N=CN=C2)F)(O)C(C)(C)C)C=C1 (1-(4-fluorophenoxy)-2-tert.-butyl-2-hydroxy-3-fluoro-3-(1H-1,2,4-triazol-1-yl)-propane). The yield is 49.1%. As a reaction SMILES: [C:1]([C:5]1([CH:8]([N:10]2[CH:14]=[N:13][CH:12]=[N:11]2)[F:9])[CH2:7][O:6]1)([CH3:4])([CH3:3])[CH3:2].[F:15][C:16]1[CH:21]=[CH:20][C:19]([OH:22])=[CH:18][CH:17]=1.[K]>COCCOCCOC>[F:15][C:16]1[CH:21]=[CH:20][C:19]([O:22][CH2:7][C:5]([C:1]([CH3:4])([CH3:3])[CH3:2])([OH:6])[CH:8]([F:9])[N:10]2[CH:14]=[N:13][CH:12]=[N:11]2)=[CH:18][CH:17]=1 |^1:22|. Procedure details: 3.0 g of 2-tert.-butyl-2-[(1H-1,2,4-triazol-1-yl)fluoromethyl]-oxirane, 1.7 g of 4-fluorophenol and 0.3 g of potassium p-fluorophenate in 10 ml of diethylene glycol dimethyl ether are stirred at 140° C. for 5 hours. After cooling, the mixture is taken up in ice water and extracted with ethyl acetate. The combined organic phases are washed with water, saturated sodium chloride solution and 2N sodium hydroxide solution and again with saturated sodium chloride solution, dried over sodium sulfate an... The reactants are O=c1cc(OCc2ccco2)ccn1CCc1ccc(CBr)cc1, C1CCNC1, CN(C)C=O, O. The product is O=c1cc(OCc2ccco2)ccn1CCc1ccc(CN2CCCC2)cc1. Reaction SMILES: [Br:1][CH2:2][c:3]1[cH:4][cH:5][c:6]([CH2:9][CH2:10][n:11]2[c:12](=[O:24])[cH:13][c:14]([O:17][CH2:18][c:19]3[o:20][cH:21][cH:22][cH:23]3)[cH:15][cH:16]2)[cH:7][cH:8]1.[CH2:25]1[CH2:26][CH2:27][NH:28][CH2:29]1.[O:31]=[CH:32][N:33]([CH3:34])[CH3:35].[OH2:30]>>[CH2:2]([c:3]1[cH:4][cH:5][c:6]([CH2:9][CH2:10][n:11]2[c:12](=[O:24])[cH:13][c:14]([O:17][CH2:18][c:19]3[o:20][cH:21][cH:22][cH:23]3)[cH:15][cH:16]2)[cH:7][cH:8]1)[N:28]1[CH2:27][CH2:26][CH2:25][CH2:29]1. The reactants are [Br-], CC(=O)C1(CSc2ccccc2)CC1, C[Mg+], CCOCC. The product is CC(C)(O)C1(CSc2ccccc2)CC1. As a reaction SMILES: [Br-:15].[C:1]([CH3:2])(=[O:3])[C:4]1([CH2:7][S:8][c:9]2[cH:10][cH:11][cH:12][cH:13][cH:14]2)[CH2:5][CH2:6]1.[CH3:16][Mg+:17].[CH3:18][CH2:19][O:20][CH2:21][CH3:22]>>[C:1]([CH3:2])([OH:3])([C:4]1([CH2:7][S:8][c:9]2[cH:10][cH:11][cH:12][cH:13][cH:14]2)[CH2:5][CH2:6]1)[CH3:16]. Reactants: ClC1=CC=2C(C3=CC(=CC=C3OC2C=C1)Cl)C(=O)O (2,7-Dichloroxanthene-9-carboxylic Acid), [H-].[H-].[H-].[H-].[Li+].[Al+3] (LiAlH4), [H-].[H-].[H-].[H-].[Li+].[Al+3] (LiAlH4), CO (methanol), ClC1=CC=2C(C3=CC(=CC=C3OC2C=C1)Cl)C(=O)O (2,7-dichloroxanthene-9-carboxylic acid), C1CCOC1 (THF). Run in CCOCC (ether), O (water). The product is ClC1=CC=2C(C3=CC(=CC=C3OC2C=C1)Cl)CO (2,7-Dichloro-9-xanthenemethanol). Isolated yield 53.6%. As a reaction SMILES: [Cl:1][C:2]1[CH:15]=[CH:14][C:13]2[O:12][C:11]3[C:6](=[CH:7][C:8]([Cl:16])=[CH:9][CH:10]=3)[CH:5]([C:17](O)=[O:18])[C:4]=2[CH:3]=1.[H-].[H-].[H-].[H-].[Li+].[Al+3].C1COCC1.CO>CCOCC.O>[Cl:16][C:8]1[CH:9]=[CH:10][C:11]2[O:12][C:13]3[C:4](=[CH:3][C:2]([Cl:1])=[CH:15][CH:14]=3)[CH:5]([CH2:17][OH:18])[C:6]=2[CH:7]=1 |f:1.2.3.4.5.6|. Procedure details: A. From 2,7-Dichloroxanthene-9-carboxylic Acid: To a suspension of 0.75 g of LiAlH4 in 90 mL of anhydrous ether was added dropwise a solution of 3.0 g of 2,7-dichloroxanthene-9-carboxylic acid in 45 mL of freshly distilled THF over a period of 25 minutes. The mixture was stirred at room temperature until the color had changed from grey to light brown (ca. 6hr). The excess LiAlH4 was decomposed by the slow addition of 10 mL of methanol and 2 mL of water while stirring. The suspended precipitate w... Starting materials: CC(C)CCC[C@@H](C)[C@H]1CC[C@H]2[C@@H]3CC=C4C[C@@H](O)CC[C@]4(C)[C@H]3CC[C@]12C (Cholesterol), C(=O)(O)[O-].[Na+] (NaHCO3), BrN1C(=O)N(C(=O)C1(C)C)Br (1,3-dibromo-5,5-dimethyl hydantoin), N1C(=O)NC(=O)C1 (hydantoin). Solvent: C(Cl)(Cl)(Cl)Cl (CCl4). The product is C(C)(=O)O[C@@H]1CC2=CC=C3[C@@H]4CC[C@H]([C@@H](CCCC(C)(C)C)C)[C@]4(CC[C@@H]3[C@]2(CC1)C)C (3β-acetoxy-25-methylcholesta-5,7-diene). RXN SMILES: [CH3:1][CH:2]([CH2:4][CH2:5][CH2:6][C@H:7]([C@@H:9]1[C@:27]2([CH3:28])[C@H:12]([C@H:13]3[C@H:24]([CH2:25][CH2:26]2)[C@:22]2([CH3:23])[C:16]([CH2:17][C@H:18]([CH2:20][CH2:21]2)[OH:19])=[CH:15][CH2:14]3)[CH2:11][CH2:10]1)[CH3:8])[CH3:3].[C:29]([O-])(O)=O.[Na+].BrN1[C:41](C)(C)[C:39](=[O:40])N(Br)C1=O.N1CC(=O)NC1=O>C(Cl)(Cl)(Cl)Cl>[C:39]([O:19][C@H:18]1[CH2:20][CH2:21][C@@:22]2([CH3:23])[C:16](=[CH:15][CH:14]=[C:13]3[C@@H:24]2[CH2:25][CH2:26][C@@:27]2([CH3:28])[C@H:12]3[CH2:11][CH2:10][C@@H:9]2[C@H:7]([CH3:8])[CH2:6][CH2:5][CH2:4][C:2]([CH3:29])([CH3:1])[CH3:3])[CH2:17]1)(=[O:40])[CH3:41] |f:1.2|. Procedure details: Cholesterol derivative 12 (1 mmole) in 40 ml of CCl4 is treated with 600 mg NaHCO3 and 170 mg of 1,3-dibromo-5,5-dimethyl hydantoin, and the mixture is refluxed under N2 for 3 hours. After cooling to 0° C. the solid hydantoin is removed by filtration. The filtrate is evaporated, the residue is redissolved in 5 ml xylene at 140° C. After 1.5 hours under N2 at this temperature the mixture is cooled to room temperature, diluted with benzene, and washed with 5% HCl, 4% NaHCO3 and saturated NaCl solu... Starting materials: CC1=CC=C(C=C1)C=1OC2=C(N1)C=CC=C2 (2-(4-methylphenyl)benzoxazole), BrN1C(CCC1=O)=O (N-bromosuccinimide), C(C1=CC=CC=C1)(=O)OOC(C1=CC=CC=C1)=O (benzoyl peroxide). The solvent is C(Cl)(Cl)(Cl)Cl (carbon tetrachloride), C(Cl)(Cl)(Cl)Cl (carbon tetrachloride). Product: BrCC1=CC=C(C=C1)C=1OC2=C(N1)C=CC=C2 (2-(4-Bromomethylphenyl)benzoxazole). RXN SMILES: [CH3:1][C:2]1[CH:7]=[CH:6][C:5]([C:8]2[O:9][C:10]3[CH:16]=[CH:15][CH:14]=[CH:13][C:11]=3[N:12]=2)=[CH:4][CH:3]=1.[Br:17]N1C(=O)CCC1=O.C(OOC(=O)C1C=CC=CC=1)(=O)C1C=CC=CC=1>C(Cl)(Cl)(Cl)Cl>[Br:17][CH2:1][C:2]1[CH:7]=[CH:6][C:5]([C:8]2[O:9][C:10]3[CH:16]=[CH:15][CH:14]=[CH:13][C:11]=3[N:12]=2)=[CH:4][CH:3]=1. Procedure details: A stirred solution of 20.9 g (0.1 mole) of 2-(4-methylphenyl)benzoxazole, 17.8 g (0.1 mole) of N-bromosuccinimide, and 0.4 g (0.2 mole %) of benzoyl peroxide in carbon tetrachloride is heated at reflux for 20 hours. After cooling to room temperature, the reaction is diluted by the addition of carbon tetrachloride, and the solid byproducts are removed by filtration. The filtrate is concentrated in vacuo, and the product is purified by recrystallization from benzene. Starting materials: BrCCOCCBr, CN1CCCC1=O, COc1cccc(CC#N)c1, [H-], [Na+]. Product: COc1cccc(C2(C#N)CCOCC2)c1. Reaction SMILES: [Br:14][CH2:15][CH2:16][O:17][CH2:18][CH2:19][Br:20].[CH3:21][N:22]1[CH2:23][CH2:24][CH2:25][C:26]1=[O:27].[CH3:3][O:4][c:5]1[cH:6][c:7]([CH2:11][C:12]#[N:13])[cH:8][cH:9][cH:10]1.[H-:2].[Na+:1]>>[CH3:3][O:4][c:5]1[cH:6][c:7]([C:11]2([C:12]#[N:13])[CH2:15][CH2:16][O:17][CH2:18][CH2:19]2)[cH:8][cH:9][cH:10]1.